Dataset: the Open Reaction Database (ORD), a public repository of structured organic reaction records. Task: describe an organic reaction: reactants, conditions, products, and yield Reactants: FC1=C(C=C(C=C1)OC)C=1C(=CC(=CC1)OCC1=CC=C(C=C1)OC)C(=O)NNC(C(F)(F)F)=O (2′-fluoro-5′-methoxy-4-((4-methoxybenzyl)oxy)-N′-(2,2,2-trifluoroacetyl)-[1,1′-biphenyl]-2-carbohydrazide), COC=1C=CC(=CC1)P2(=S)SP(=S)(S2)C=3C=CC(=CC3)OC (Lawesson's reagent). Solvent: C1CCOC1 (THF). The product is FC1=C(C=C(C=C1)OC)C1=C(C=C(C=C1)OCC1=CC=C(C=C1)OC)C=1SC(=NN1)C(F)(F)F (2-(2′-fluoro-5′-methoxy-4-((4-methoxybenzyl)oxy)-[1,1′-biphenyl]-2-yl)-5-(trifluoromethyl)-1,3,4-thiadiazole). The yield is 59.8%. As a reaction SMILES: [F:1][C:2]1[CH:7]=[CH:6][C:5]([O:8][CH3:9])=[CH:4][C:3]=1[C:10]1[C:11]([C:26]([NH:28][NH:29][C:30](=O)[C:31]([F:34])([F:33])[F:32])=O)=[CH:12][C:13]([O:16][CH2:17][C:18]2[CH:23]=[CH:22][C:21]([O:24][CH3:25])=[CH:20][CH:19]=2)=[CH:14][CH:15]=1.COC1C=CC(P2(SP(C3C=CC(OC)=CC=3)(=S)S2)=[S:45])=CC=1>C1COCC1>[F:1][C:2]1[CH:7]=[CH:6][C:5]([O:8][CH3:9])=[CH:4][C:3]=1[C:10]1[CH:15]=[CH:14][C:13]([O:16][CH2:17][C:18]2[CH:23]=[CH:22][C:21]([O:24][CH3:25])=[CH:20][CH:19]=2)=[CH:12][C:11]=1[C:26]1[S:45][C:30]([C:31]([F:34])([F:33])[F:32])=[N:29][N:28]=1. Reported procedure: A solution of 2′-fluoro-5′-methoxy-4-((4-methoxybenzyl)oxy)-N′-(2,2,2-trifluoroacetyl)-[1,1′-biphenyl]-2-carbohydrazide (502 mg) and Lawesson's reagent (825 mg) in THF (10 mL) was stirred at 80° C. for 4 hr. The reaction mixture was concentrated under reduced pressure, and the residue was purified by silica gel column chromatography (ethyl acetate/hexane) to give the title compound (299 mg) as a pale-yellow solid. The present compound was used for the next reaction without purification. The reactants are CN(C=O)C (dimethylformamide), COC1=CC=C(CCl)C=C1 (p-methoxybenzyl chloride), C(O)([O-])=O.[Na+] (Sodium hydrogen carbonate), C(CO)(=O)O (glycolic acid). The solvent is O (Water), O (water). Conditions: time 1 hour. Product: crude product, C(CO)(=O)OCC1=CC=C(C=C1)OC (4-Methoxybenzyl glycolate). Yield: 82.2%. RXN SMILES: C(=O)([O-])O.[Na+].[C:6]([OH:10])(=[O:9])[CH2:7][OH:8].CN(C)C=O.[CH3:16][O:17][C:18]1[CH:25]=[CH:24][C:21]([CH2:22]Cl)=[CH:20][CH:19]=1>O>[C:6]([O:10][CH2:22][C:21]1[CH:24]=[CH:25][C:18]([O:17][CH3:16])=[CH:19][CH:20]=1)(=[O:9])[CH2:7][OH:8] |f:0.1|. Procedure: Sodium hydrogen carbonate (2.20 g, 26.3 mg) was added to a solution of glycolic acid (2.00 g, 26.3 mmol) in water (2.00 mL), and the mixture was stirred for one hour at room temperature. The solvent was distilled off from the reaction mixture under reduced pressure, and to a dimethylformamide (10.0 mL) solution of the resulting residue, p-methoxybenzyl chloride (4.10 g, 26.3 mmol) was added. The mixture was stirred for 2 hours at room temperature. Water was added to the reaction mixture, and the... Starting materials: OC1=CC2=C(C=C(C(O2)=O)NC(C2=CC=CC=C2)=O)C=C1 (N-(7-hydroxy-2-oxo-2H-1-benzopyran-3-yl)benzamide), Cl (hydrochloric acid), C(O)([O-])=O.[Na+] (sodium hydrogen carbonate), Cl (hydrochloric acid). The solvent is C(CC)O (1-propanol). Yields the product NC=1C(OC2=C(C1)C=CC(=C2)O)=O (3-amino-7-hydroxy-2H-1-benzopyran-2-one). Yield: 87.4%. Reaction SMILES: [OH:1][C:2]1[CH:21]=[CH:20][C:5]2[CH:6]=[C:7]([NH:11]C(=O)C3C=CC=CC=3)[C:8](=[O:10])[O:9][C:4]=2[CH:3]=1.Cl.C(=O)([O-])O.[Na+]>C(O)CC>[NH2:11][C:7]1[C:8](=[O:10])[O:9][C:4]2[CH:3]=[C:2]([OH:1])[CH:21]=[CH:20][C:5]=2[CH:6]=1 |f:2.3|. Reported procedure: A mixture of N-(7-hydroxy-2-oxo-2H-1-benzopyran-3-yl)benzamide (230 mg, 0.82 mmol), 1-propanol (6 ml) and concentrated hydrochloric acid (2 ml) was refluxed for 3 hours. Then, hydrochloric acid (2 ml) was added and the mixture was refluxed for further 7 hours. After cooling, the reaction mixture was poured into saturated aqueous sodium hydrogen carbonate and extracted with ethyl acetate. The ethyl acetate layer was washed successively with water and saturated brine, and after the layer was dried... Starting materials: NC1(CCC(CC1)NS(=O)(=O)C1=CC(=C(C=C1)OCC)C)C#N (N-(4-Amino-4-cyanocyclohexyl)-4-ethoxy-3-methylbenzenesulfonamide), FC(C1=CC=C(C=C1)S(=O)(=O)NC1CCC(CC1)=O)(F)F (4-(trifluoromethyl)-N-(4-oxocyclohexyl)benzenesulfonamide), FC(C1=CC=C(C=C1)S(=O)(=O)NC1CCC(CC1)=O)(F)F (4-(trifluoromethyl)-N-(4-oxocyclohexyl)benzenesulfonamide). Yields the product NC1(CCC(CC1)NS(=O)(=O)C1=CC=C(C=C1)C(F)(F)F)C#N (N-(4-Amino-4-cyanocyclohexyl)-4-trifluoromethyl benzenesulfonamide). As a reaction SMILES: [NH2:1][C:2]1([C:22]#[N:23])[CH2:7][CH2:6][CH:5]([NH:8][S:9](C2C=CC(OCC)=C(C)C=2)(=[O:11])=[O:10])[CH2:4][CH2:3]1.[F:24][C:25]([F:44])([F:43])[C:26]1[CH:31]=[CH:30][C:29](S(NC2CCC(=O)CC2)(=O)=O)=[CH:28][CH:27]=1>>[NH2:1][C:2]1([C:22]#[N:23])[CH2:3][CH2:4][CH:5]([NH:8][S:9]([C:29]2[CH:30]=[CH:31][C:26]([C:25]([F:44])([F:43])[F:24])=[CH:27][CH:28]=2)(=[O:11])=[O:10])[CH2:6][CH2:7]1. Procedure details: Intermediate 125 was prepared by a method analogous to the method of preparing Intermediate 124 using 4-(trifluoromethyl)-N-(4-oxocyclohexyl)benzenesulfonamide (Intermediate 123) as the starting material. The reactants are CCOCC, CC(CCCC1CCCCC1)c1ccc(CCC(=O)O)cc1. Yields the product CC(CCCC1CCCCC1)c1ccc(CCCO)cc1. Reaction SMILES: [CH3:23][CH2:24][O:25][CH2:26][CH3:27].[OH:1][C:2](=[O:3])[CH2:4][CH2:5][c:6]1[cH:7][cH:8][c:9]([CH:12]([CH2:13][CH2:14][CH2:15][CH:16]2[CH2:17][CH2:18][CH2:19][CH2:20][CH2:21]2)[CH3:22])[cH:10][cH:11]1>>[OH:1][CH2:2][CH2:4][CH2:5][c:6]1[cH:7][cH:8][c:9]([CH:12]([CH2:13][CH2:14][CH2:15][CH:16]2[CH2:17][CH2:18][CH2:19][CH2:20][CH2:21]2)[CH3:22])[cH:10][cH:11]1. The reactants are N(CCC(=O)N[C@@H](CCCNC(N[N+](=O)[O-])=N)C(=O)N1[C@H](C(=O)OC)CCC1)C(=O)OCC1=CC=CC=C1 (Z-β-Ala-Arg(NO2)-Pro-OMe), [OH-].[Na+] (sodium hydroxide). The solvent is CC(=O)C (acetone). Conditions: time 2 hour. The product is N(CCC(=O)N[C@@H](CCCNC(N[N+](=O)[O-])=N)C(=O)N1[C@H](C(=O)O)CCC1)C(=O)OCC1=CC=CC=C1 (Z-β-Ala-Arg(NO2)-Pro-OH). As a reaction SMILES: [NH:1]([C:29]([O:31][CH2:32][C:33]1[CH:38]=[CH:37][CH:36]=[CH:35][CH:34]=1)=[O:30])[CH2:2][CH2:3][C:4]([NH:6][C@H:7]([C:18]([N:20]1[CH2:28][CH2:27][CH2:26][C@H:21]1[C:22]([O:24]C)=[O:23])=[O:19])[CH2:8][CH2:9][CH2:10][NH:11][C:12](=[NH:17])[NH:13][N+:14]([O-:16])=[O:15])=[O:5].[OH-].[Na+]>CC(C)=O>[NH:1]([C:29]([O:31][CH2:32][C:33]1[CH:34]=[CH:35][CH:36]=[CH:37][CH:38]=1)=[O:30])[CH2:2][CH2:3][C:4]([NH:6][C@H:7]([C:18]([N:20]1[CH2:28][CH2:27][CH2:26][C@H:21]1[C:22]([OH:24])=[O:23])=[O:19])[CH2:8][CH2:9][CH2:10][NH:11][C:12](=[NH:17])[NH:13][N+:14]([O-:16])=[O:15])=[O:5] |f:1.2|. Reported procedure: In 30 ml. of acetone was dissolved 2.82 g. of Z-β-Ala-Arg(NO2)-Pro-OMe and, under cooling with ice, 10.7 ml. of 1N aqueous sodium hydroxide was added. The mixture was stirred at room temperature for 2 hours. After the mixture was neutralized with 11 ml. of 1N hydrochloric acid, the acetone was distilled off under reduced pressure. To the oily residue was added 30 ml. of cold water and the water was removed by decantation. The residue was washed once with cold water and dried. It was then chromat...